The task is: describe an organic reaction: reactants, conditions, products, and yield. This data is from the Open Reaction Database (ORD), a public repository of structured organic reaction records. The reactants are BrC1=CC=C(C=C1)NCC[C@@H](C(=O)OC1CCCC1)NC(=O)OC(C)(C)C (cyclopentyl(2S)-4-[(4-bromophenyl)amino]-2-[(tert-butoxycarbonyl)amino]butanoate), C(C1=CC=CC=C1)Br (benzyl bromide), C(=O)([O-])[O-].[K+].[K+] (K2CO3), CC#N (MeCN). Solvent: CN(C)C=O (DMF), CCOC(=O)C (EtOAc), O (water). Conditions: temperature 60 celsius. Product: C(C1=CC=CC=C1)N(CC[C@@H](C(=O)OC1CCCC1)NC(=O)OC(C)(C)C)C1=CC=C(C=C1)Br (Cyclopentyl(2S)-4-[benzyl(4-bromophenyl)amino]-2-[(tert-butoxycarbonyl)amino]butanoate). Isolated yield 188.8%. As a reaction SMILES: [Br:1][C:2]1[CH:7]=[CH:6][C:5]([NH:8][CH2:9][CH2:10][C@H:11]([NH:20][C:21]([O:23][C:24]([CH3:27])([CH3:26])[CH3:25])=[O:22])[C:12]([O:14][CH:15]2[CH2:19][CH2:18][CH2:17][CH2:16]2)=[O:13])=[CH:4][CH:3]=1.[CH2:28](Br)[C:29]1[CH:34]=[CH:33][CH:32]=[CH:31][CH:30]=1.C([O-])([O-])=O.[K+].[K+].CC#N>CCOC(C)=O.O.CN(C=O)C>[CH2:28]([N:8]([C:5]1[CH:6]=[CH:7][C:2]([Br:1])=[CH:3][CH:4]=1)[CH2:9][CH2:10][C@H:11]([NH:20][C:21]([O:23][C:24]([CH3:27])([CH3:26])[CH3:25])=[O:22])[C:12]([O:14][CH:15]1[CH2:16][CH2:17][CH2:18][CH2:19]1)=[O:13])[C:29]1[CH:34]=[CH:33][CH:32]=[CH:31][CH:30]=1 |f:2.3.4|. Reported procedure: To a mixture of cyclopentyl(2S)-4-[(4-bromophenyl)amino]-2-[(tert-butoxycarbonyl)amino]butanoate (0.66 g, 1.495 mmol), benzyl bromide (1.023 g, 5.98 mmol) and K2CO3 (0.620 g, 4.49 mmol) was added MeCN (15 ml) and DMF (1 ml). The suspension was heated overnight at 60° C. The reaction was then poured onto a mixture of water and EtOAc, the layers separated and the aqueous layer extracted with EtOAc. The combined organics were washed with water and brine, then dried (MgSO4), filtered and evaporated ... Reactants: C(C=C)O[C@H]1[C@H]([C@@H](O[C@@H]1CO[Si](C1=CC=CC=C1)(C1=CC=CC=C1)C(C)(C)C)N1C=NC=2C(NC(C3=CC=CC=C3)=O)=NC=NC12)O (3′-O-allyl-5′-O-tert-butyldiphenylsilyl-N6-benzoyl-adenosine), C[N+]1(CCOCC1)[O-] (4-methylmorpholine N-oxide), O1CCOCC1 (dioxane), CO (MeOH), aqueous solution, OSO4, C(C)(=O)OCC (Ethyl acetate). The solvent is C(Cl)Cl (CH2Cl2). Reaction conditions: time 3 hour. Yields the product [Si](C1=CC=CC=C1)(C1=CC=CC=C1)(C(C)(C)C)OC[C@@H]1[C@H]([C@H]([C@@H](O1)N1C=NC=2C(NC(C3=CC=CC=C3)=O)=NC=NC12)OCC(CO)O)O (5′-O-tert-butyldiphenylsilyl-N6-benzoyl-2′-O-(2,3-dihydroxypropyl)-adenosine). As a reaction SMILES: C([O:4][C@@H:5]1[C@@H:9]([CH2:10][O:11][Si:12]([C:25]([CH3:28])([CH3:27])[CH3:26])([C:19]2[CH:24]=[CH:23][CH:22]=[CH:21][CH:20]=2)[C:13]2[CH:18]=[CH:17][CH:16]=[CH:15][CH:14]=2)[O:8][C@@H:7]([N:29]2[C:46]3[N:45]=[CH:44][N:43]=[C:33]([NH:34][C:35](=[O:42])[C:36]4[CH:41]=[CH:40][CH:39]=[CH:38][CH:37]=4)[C:32]=3[N:31]=[CH:30]2)[C@@H:6]1[OH:47])C=C.[CH3:48][N+]1([O-])CCOCC1.CO.C(OCC)(=O)C.[O:64]1CC[O:67][CH2:66][CH2:65]1>C(Cl)Cl>[Si:12]([O:11][CH2:10][C@H:9]1[O:8][C@@H:7]([N:29]2[C:46]3[N:45]=[CH:44][N:43]=[C:33]([NH:34][C:35](=[O:42])[C:36]4[CH:37]=[CH:38][CH:39]=[CH:40][CH:41]=4)[C:32]=3[N:31]=[CH:30]2)[C@H:6]([O:47][CH2:48][CH:66]([OH:67])[CH2:65][OH:64])[C@@H:5]1[OH:4])([C:25]([CH3:28])([CH3:27])[CH3:26])([C:13]1[CH:18]=[CH:17][CH:16]=[CH:15][CH:14]=1)[C:19]1[CH:20]=[CH:21][CH:22]=[CH:23][CH:24]=1. Reported procedure: 3′-O-allyl-5′-O-tert-butyldiphenylsilyl-N6-benzoyl-adenosine (5.5 g, 8.46 mmol), 4-methylmorpholine N-oxide (1.43 g, 12.18 mmol) were dissolved in dioxane (45.42 mL). 4% aqueous solution of OSO4 (1.99 mL, 0.31 mmol) was added. The reaction mixture was protected from light and stirred for 3 hrs. Reaction was monitored by TLC (5% MeOH in CH2Cl2). Ethyl acetate (100 mL) was added and the resulting reaction mixture was washed with water (1×50 mL). Ethyl acetate layer was dried over anhydrous Na2SO4 ... The reactants are C(C1=CC=CC=C1)OC=1C=C(C=CC1)S (3-benzyloxy-benzenethiol), C(C)(C)OC=1C=C(N)C=C(C1)OC (3-isopropoxy-5-methoxyaniline). Yields the product C(C)(C)OC=1C=C(C=C(C1)OC)S (3-Isopropoxy-5-methoxy-benzenethiol). As a reaction SMILES: C(OC1C=C([SH:15])C=CC=1)C1C=CC=CC=1.[CH:16]([O:19][C:20]1[CH:21]=[C:22]([CH:24]=[C:25]([O:27][CH3:28])[CH:26]=1)N)([CH3:18])[CH3:17]>>[CH:16]([O:19][C:20]1[CH:21]=[C:22]([SH:15])[CH:24]=[C:25]([O:27][CH3:28])[CH:26]=1)([CH3:18])[CH3:17]. Procedure details: Prepared as described for 3-benzyloxy-benzenethiol SM28 starting from 3-isopropoxy-5-methoxyaniline. MS m/z: 199 [M+H]+ Reactants: CN1C(=NC=C1)SC=1C(=NC=CC1)[N+](=O)[O-] (3-(1-methyl-1H-imidazol-2-ylthio)-2-nitropyridine). Reagents/catalysts: [Zn] (Zn). The solvent is C(C)(=O)O (acetic acid). Conditions: time 30 minute. The product is CN1C(=NC=C1)SC=1C(=NC=CC1)N (3-(1-methyl-1H-imidazol-2-ylthio)pyridin-2-amine). Isolated yield 94.0%. RXN SMILES: [CH3:1][N:2]1[CH:6]=[CH:5][N:4]=[C:3]1[S:7][C:8]1[C:9]([N+:14]([O-])=O)=[N:10][CH:11]=[CH:12][CH:13]=1>C(O)(=O)C.[Zn]>[CH3:1][N:2]1[CH:6]=[CH:5][N:4]=[C:3]1[S:7][C:8]1[C:9]([NH2:14])=[N:10][CH:11]=[CH:12][CH:13]=1. Procedure: 3-(1-methyl-1H-imidazol-2-ylthio)-2-nitropyridine (prepared according to the procedure of Example 359 (2.2 g, 9.3 mmol) was dissolved in acetic acid (30 mL) and cooled in a water bath. Zn dust (<10 micron, 3.0 g, 47 mmol) was slowly added in portions and the reaction stirred at ambient temperature for 30 minutes. The solution was filtered through celite (rinsing with dichloromethane) and the filtrate was concentrated. The solution was neutralized with NH4OH solution and extracted with EtOAc. The... The reactants are COc1ccc(-c2oc3ccc(NC(C)=N)cc3c(=O)c2OCc2ccccc2)cn1, CCO, Cl. Yields the product Cl, CC(=N)Nc1ccc2oc(-c3ccc(O)nc3)c(OCc3ccccc3)c(=O)c2c1. As a reaction SMILES: [CH3:1][O:2][c:3]1[cH:4][cH:5][c:6](-[c:9]2[o:10][c:11]3[c:12]([c:13](=[O:23])[c:14]2[O:15][CH2:16][c:17]2[cH:18][cH:19][cH:20][cH:21][cH:22]2)[cH:24][c:25]([NH:28][C:29]([CH3:30])=[NH:31])[cH:26][cH:27]3)[cH:7][n:8]1.[CH3:33][CH2:34][OH:35].[ClH:32]>>[ClH:32].[OH:2][c:3]1[cH:4][cH:5][c:6](-[c:9]2[o:10][c:11]3[c:12]([c:13](=[O:23])[c:14]2[O:15][CH2:16][c:17]2[cH:18][cH:19][cH:20][cH:21][cH:22]2)[cH:24][c:25]([NH:28][C:29]([CH3:30])=[NH:31])[cH:26][cH:27]3)[cH:7][n:8]1. Starting materials: COC=1C=C(C=CC1)[C@@H](C)N ((R)-1-(3-methoxyphenyl)ethylamine), CC1=C(C=CC#N)C=CC=C1 (2-methylcinnamonitrile), [H-].C(C(C)C)[Al+]CC(C)C (diisobutyl aluminum hydride), [BH4-].[Na+] (sodium borohydride). The product is CC1=C(C=CC=C1)C=CCN[C@H](C)C1=CC(=CC=C1)OC ((R)-N-[3-(2-methylphenyl)prop-2-enyl]-1-(3-methoxyphenyl)ethylamine), 12C. Reaction SMILES: [CH3:1][C:2]1[CH:11]=[CH:10][CH:9]=[CH:8][C:3]=1[CH:4]=[CH:5][C:6]#[N:7].[H-].C([Al+]CC(C)C)C(C)C.[CH3:22][O:23][C:24]1[CH:25]=[C:26]([C@H:30](N)[CH3:31])[CH:27]=[CH:28][CH:29]=1.[BH4-].[Na+]>>[CH3:1][C:2]1[CH:11]=[CH:10][CH:9]=[CH:8][C:3]=1[CH:4]=[CH:5][CH2:6][NH:7][C@@H:30]([C:26]1[CH:27]=[CH:28][CH:29]=[C:24]([O:23][CH3:22])[CH:25]=1)[CH3:31] |f:1.2,4.5|. Reported procedure: In a similar fashion, 2-methylcinnamonitrile was treated with diisobutyl aluminum hydride and the intermediate aluminum-imine complex treated with (R)-1-(3-methoxyphenyl)ethylamine. The intermediate mine was treated with ethanolic sodium borohydride. Work-up and chromatography yielded (R)-N-[3-(2-methylphenyl)prop-2-enyl]-1-(3-methoxyphenyl)ethylamine, 12C, as a clear, colorless oil; m/z (rel. int.) 281 (M+, 4), 266 (15), 176 (18), 146 (62), 135 (58), 131 (100), 115 (23), 105 (19), 91 (38), 77 (...